describe an organic reaction: reactants, conditions, products, and yield From a dataset of the Open Reaction Database (ORD), a public repository of structured organic reaction records. The reactants are NC1=CC=C(C=C1)N1C2=C(NC(CC1=O)=O)C1=CC=CC=C1C=C2 (5-(4-aminophenyl)-1H-naphtho[1,2-b][1,4]diazepine-2,4(3H,5H)-dione), C(C1=CC=CC=C1)(=O)NC1=CC=C(C=C1)N1C2=C(NC(CC1=O)=O)C1=CC=CC=C1C=C2 (5-(4-Benzoylaminophenyl)-1H-naphtho[1,2-b][1,4]diazepine-2,4(3H,5H)-dione), BrC=1C=C(C(=O)Cl)C=CC1 (3-bromobenzoyl chloride). The product is BrC=1C=C(C(=O)NC2=CC=C(C=C2)N2C3=C(NC(CC2=O)=O)C2=CC=CC=C2C=C3)C=CC1 (5-[4-(3-Bromobenzoyl)aminophenyl]-1H-naphtho[1,2-b][1,4]diazepine-2,4(3H,5H)-dione). The yield is 60.0%. RXN SMILES: [NH2:1][C:2]1[CH:7]=[CH:6][C:5]([N:8]2[C:14](=[O:15])[CH2:13][C:12](=[O:16])[NH:11][C:10]3[C:17]4[C:22]([CH:23]=[CH:24][C:9]2=3)=[CH:21][CH:20]=[CH:19][CH:18]=4)=[CH:4][CH:3]=1.[Br:25][C:26]1[CH:27]=[C:28]([CH:32]=[CH:33][CH:34]=1)[C:29](Cl)=[O:30].C(NC1C=CC(N2C(=O)CC(=O)NC3C4C(C=CC2=3)=CC=CC=4)=CC=1)(=O)C1C=CC=CC=1>>[Br:25][C:26]1[CH:27]=[C:28]([CH:32]=[CH:33][CH:34]=1)[C:29]([NH:1][C:2]1[CH:7]=[CH:6][C:5]([N:8]2[C:14](=[O:15])[CH2:13][C:12](=[O:16])[NH:11][C:10]3[C:17]4[C:22]([CH:23]=[CH:24][C:9]2=3)=[CH:21][CH:20]=[CH:19][CH:18]=4)=[CH:4][CH:3]=1)=[O:30]. Reported procedure: By using 5-(4-aminophenyl)-1H-naphtho[1,2-b][1,4]diazepine-2,4(3H,5H)-dione (16 mg, 0.050 mmol) obtained in Example 1, (3), and 3-bromobenzoyl chloride (17 mg, 0.077 mmol), the title compound (15 mg, yield 60%) was obtained as off-white crystals in the same manner as that of Example 1, (4). Reactants: Cc1ccc(S(=O)(=O)OCC2Cc3cccc(-c4c(C)cccc4C)c3O2)cc1, Cl, [N-]=[N+]=[N-], [N-]=[N+]=[N-], Cc1cccc(C)c1-c1cccc2c1OC(CN=[N+]=[N-])C2, [Na+]. Yields the product Cc1cccc(C)c1-c1cccc2c1OC(CN)C2. Reaction SMILES: [CH3:1][c:2]1[cH:3][cH:4][c:5]([S:6]([O:7][CH2:8][CH:9]2[CH2:10][c:11]3[cH:12][cH:13][cH:14][c:15](-[c:16]4[c:17]([CH3:18])[cH:19][cH:20][cH:21][c:22]4[CH3:23])[c:24]3[O:25]2)(=[O:26])=[O:27])[cH:28][cH:29]1.[ClH:58].[N-:31]=[N+:32]=[N-:33].[N-:55]=[N+:56]=[N-:57].[N:34](=[N+:35]=[N-:36])[CH2:37][CH:38]1[O:39][c:40]2[c:41]([cH:43][cH:44][cH:45][c:46]2-[c:47]2[c:48]([CH3:54])[cH:49][cH:50][cH:51][c:52]2[CH3:53])[CH2:42]1.[Na+:30]>>[NH2:34][CH2:37][CH:38]1[O:39][c:40]2[c:41]([cH:43][cH:44][cH:45][c:46]2-[c:47]2[c:48]([CH3:54])[cH:49][cH:50][cH:51][c:52]2[CH3:53])[CH2:42]1. The yield is 94.7%. Reactants: COC(=O)C1N(CCCC1)S(=O)(=O)NC(=O)OCC1=CC=CC=C1 (N-(carbobenzyloxyaminosulfonyl)-2-piperidinecarboxylic acid methyl ester). As a reaction SMILES: [CH3:1][O:2][C:3]([CH:5]1[CH2:10][CH2:9][CH2:8][CH2:7][N:6]1[S:11]([NH:14]C(OCC1C=CC=CC=1)=O)(=[O:13])=[O:12])=[O:4]>CO.[Pd]>[CH3:1][O:2][C:3]([CH:5]1[CH2:10][CH2:9][CH2:8][CH2:7][N:6]1[S:11]([NH2:14])(=[O:13])=[O:12])=[O:4]. Run in CO (methanol). The product is COC(=O)C1N(CCCC1)S(=O)(=O)N (N-(aminosulfonyl)-2-piperidinecarboxylic acid methyl ester). Conditions: time 2 hour. Procedure details: A solution of N-(carbobenzyloxyaminosulfonyl)-2-piperidinecarboxylic acid methyl ester (28.8 g) in methanol (300 ml) under nitrogen was cooled to 0° C. and 1.8 g of 10% Pd/C was added. The mixture was placed into a Parr Apparatus and hydrogenated for 2 hours at 55 psi. The catalyst was removed on a pad of CELITE®and the filtrate was concentrated in vacuo and purified by flash silica gel chromatography (35%-40% ethyl acetate/hexane) to afford 17 g (90%) of N-(aminosulfonyl)-2-piperidinecarboxylic... The reagents and catalysts are [Pd] (Pd/C). The reactants are C(#N)C1=CC=C(OCC(CN2CC3CCC(C2)N3C(=O)OC(C)(C)C)O)C=C1 (tert-Butyl 3-[3-(4-cyanophenoxy)-2-hydroxypropyl]-3,8-diazabicyclo[3.2.1]octane-8-carboxylate), Cl.CCOC(=O)C (HCl EtOAc), crude product, C(=O)(O)[O-].[Na+] (NaHCO3). Solvent: CCOC(=O)C (EtOAc). Conditions: time 2 hour. Yields the product [NH4+].[OH-] (NH4OH), C12CN(CC(CC1)N2)CC(COC2=CC=C(C#N)C=C2)O (4-[3-(3,8-Diazabicyclo[3.2.1]oct-3-yl)-2-hydroxypropoxy]benzonitrile). The yield is 127.2%. Reaction SMILES: [C:1]([C:3]1[CH:28]=[CH:27][C:6]([O:7][CH2:8][CH:9]([OH:26])[CH2:10][N:11]2[CH2:17][CH:16]3[N:18](C(OC(C)(C)C)=O)[CH:13]([CH2:14][CH2:15]3)[CH2:12]2)=[CH:5][CH:4]=1)#[N:2].Cl.CCOC(C)=O.C([O-])(O)=O.[Na+]>CCOC(C)=O>[NH4+:2].[OH-:7].[CH:16]12[NH:18][CH:13]([CH2:14][CH2:15]1)[CH2:12][N:11]([CH2:10][CH:9]([OH:26])[CH2:8][O:7][C:6]1[CH:5]=[CH:4][C:3]([C:1]#[N:2])=[CH:28][CH:27]=1)[CH2:17]2 |f:1.2,3.4,6.7|. Procedure details: To a solution of tert-butyl 3-[3-(4-cyanophenoxy)-2-hydroxypropyl]-3,8-diazabicyclo[3.2.1]octane-8-carboxylate (3.86 g, 9.96 mmol; from step (a) above) in EtOAc (100 mL) was added HCl/EtOAc (150 mL). The resulting solution was stirred for 2 h and concentrated in vacuo to give a foam. The crude product was neutralised with aqueous NaHCO3, extracted with CH2Cl2 (3×), dried (Na2SO4), filtered and concentrated in vacuo. Flash chromatography of the residue on silica gel eluting with CH2Cl2:MeOH:conce... Reactants: C1CCOC1, CC(C)O, Cl, COc1cc(N)c(Cl)cc1C(=O)OCC1CCN(C(=O)OC(C)(C)C)CC1O, N. Product: COc1cc(N)c(Cl)cc1C(=O)OCC1CCNCC1O. As a reaction SMILES: [CH2:35]1[O:36][CH2:37][CH2:38][CH2:39]1.[CH3:30][CH:31]([OH:32])[CH3:33].[ClH:29].[NH2:1][c:2]1[cH:3][c:4]([O:27][CH3:28])[c:5]([C:6](=[O:7])[O:8][CH2:9][CH:10]2[CH:11]([OH:23])[CH2:12][N:13]([C:16]([O:17][C:18]([CH3:19])([CH3:20])[CH3:21])=[O:22])[CH2:14][CH2:15]2)[cH:24][c:25]1[Cl:26].[NH3:34]>>[NH2:1][c:2]1[cH:3][c:4]([O:27][CH3:28])[c:5]([C:6](=[O:7])[O:8][CH2:9][CH:10]2[CH:11]([OH:23])[CH2:12][NH:13][CH2:14][CH2:15]2)[cH:24][c:25]1[Cl:26]. Reactants: resultant solution, FC1=CC=C(C=C1)C(N1C=C(C=2C1=NC(=CC2C)C)C#N)C2=CC=CC=C2 (1-[(4-fluorophenyl)(phenyl)methyl]-4,6-dimethyl-1H-pyrrolo[2,3-b]pyridine-3-carbonitrile), C(C)(C)NC(C)C (diisopropylamine), solution, C(CCC)[Li] (butyllithium), CCCCCC (hexane), CN(C=O)C (Dimethylformamide). Solvent: O (water), O1CCCC1 (tetrahydrofuran). Reaction conditions: temperature -78 celsius, time 15 minute. Yields the product FC1=CC=C(C=C1)C(N1C(=C(C=2C1=NC(=CC2C)C)C#N)C=O)C2=CC=CC=C2 (1-[(4-Fluorophenyl)(phenyl)methyl]-2-formyl-4,6-dimethyl-1H-pyrrolo[2,3-b]pyridine-3-carbonitrile). Reaction SMILES: C(NC(C)C)(C)C.C([Li])CCC.CCCCCC.[F:19][C:20]1[CH:25]=[CH:24][C:23]([CH:26]([C:40]2[CH:45]=[CH:44][CH:43]=[CH:42][CH:41]=2)[N:27]2[C:31]3=[N:32][C:33]([CH3:37])=[CH:34][C:35]([CH3:36])=[C:30]3[C:29]([C:38]#[N:39])=[CH:28]2)=[CH:22][CH:21]=1.CN(C)[CH:48]=[O:49]>O1CCCC1.O>[F:19][C:20]1[CH:21]=[CH:22][C:23]([CH:26]([C:40]2[CH:41]=[CH:42][CH:43]=[CH:44][CH:45]=2)[N:27]2[C:31]3=[N:32][C:33]([CH3:37])=[CH:34][C:35]([CH3:36])=[C:30]3[C:29]([C:38]#[N:39])=[C:28]2[CH:48]=[O:49])=[CH:24][CH:25]=1. Reported procedure: To a solution of diisopropylamine (4.46 ml, 34.0 mmol) in tetrahydrofuran (50 ml) was added a 1.6 N solution of butyllithium in hexane (21.3 ml, 34.0 mmol) at −78° C., and the mixture was stirred at −78° C. for 15 minutes. To the resultant solution was added dropwise 1-[(4-fluorophenyl)(phenyl)methyl]-4,6-dimethyl-1H-pyrrolo[2,3-b]pyridine-3-carbonitrile (9.35 g, 26.3 mmol) at −78° C., and the mixture was stirred at −78° C. for 30 minutes. Dimethylformamide (5.26 ml, 68.0 mmol) was added thereto... The reactants are C1(=CC=CC=C1)P(C1=CC=CC=C1)C1=CC=CC=C1 (Triphenylphosphine), [N+](=O)([O-])C1=CC=C(N)C=C1 (4-Nitroaniline), N(=O)[O-].[Na+] (sodium nitrite). Run in C(C)(=O)OCC (ethyl acetate), Cl (HCl), O (water), C(C)(=O)[O-].[Na+] (sodium acetate), O (Water). Reaction conditions: time 1 hour. Yields the product crude salt, [N+](=O)([O-])[O-].[N+](=O)([O-])C1=CC=C(C=C1)[PH3+] (4-nitrophenylphosphonium nitrate). As a reaction SMILES: [N+:1](C1C=CC(N)=CC=1)([O-:3])=[O:2].[N:11]([O-:13])=[O:12].[Na+].[C:15]1([P:21](C2C=CC=CC=2)C2C=CC=CC=2)[CH:20]=[CH:19][CH:18]=[CH:17][CH:16]=1>Cl.O.C([O-])(=O)C.[Na+].C(OCC)(=O)C>[N+:1]([O-:3])([O-:12])=[O:2].[N+:11]([C:18]1[CH:19]=[CH:20][C:15]([PH3+:21])=[CH:16][CH:17]=1)([O-:13])=[O:12] |f:1.2,6.7,9.10|. Procedure: Non-radioactive standards and compounds used for radiolabeling were prepared by the method of Horner [Chem. Ber. 1958, 91, 45] and Rieke [J. Am. Chem. Soc. 1976, 98, 6872]. 4-Nitroaniline (2.8 g, 0.02 mol) and the molar equivalent of sodium nitrite were dissolved in 10 ml of concentrated HCl acid 10 ml of water at 0° C. Water (20 ml), in which was dissolved sodium acetate (5.6 g), was added. Triphenylphosphine (5.6 g) dissolved in ethyl acetate (80 ml) was added dropwise with stirring. After one...